From a dataset of the Open Reaction Database (ORD), a public repository of structured organic reaction records. describe an organic reaction: reactants, conditions, products, and yield The reactants are CNC(=O)c1noc(C(CCCC2CCCCC2)CC(=O)OC(C)(C)C)n1, ClCCl, O=C(O)C(F)(F)F. The product is CNC(=O)c1noc(C(CCCC2CCCCC2)CC(=O)O)n1. As a reaction SMILES: [CH:1]1([CH2:7][CH2:8][CH2:9][CH:10]([CH2:11][C:12](=[O:13])[O:14][C:15]([CH3:16])([CH3:17])[CH3:18])[c:19]2[n:20][c:21]([C:24](=[O:25])[NH:26][CH3:27])[n:22][o:23]2)[CH2:2][CH2:3][CH2:4][CH2:5][CH2:6]1.[Cl:35][CH2:36][Cl:37].[OH:28][C:29]([C:30]([F:31])([F:32])[F:33])=[O:34]>>[CH:1]1([CH2:7][CH2:8][CH2:9][CH:10]([CH2:11][C:12](=[O:13])[OH:14])[c:19]2[n:20][c:21]([C:24](=[O:25])[NH:26][CH3:27])[n:22][o:23]2)[CH2:2][CH2:3][CH2:4][CH2:5][CH2:6]1. The reactants are COC(C1=CC(=CC=C1)C=1N=C(SC1CBr)C)=O (3-(5-bromomethyl-2-methyl-thiazol-4-yl)-benzoic acid methyl ester), CC(=O)[O-].[K+] (KOAc), CO (MeOH). Solvent: CN(C)C=O (DMF). Reaction conditions: time 30 minute. The product is COC(C1=CC(=CC=C1)C=1N=C(SC1CO)C)=O (3-(5-hydroxymethyl-2-methyl-thiazol-4-yl)-benzoic acid methyl ester). RXN SMILES: [CH3:1][O:2][C:3](=[O:18])[C:4]1[CH:9]=[CH:8][CH:7]=[C:6]([C:10]2[N:11]=[C:12]([CH3:17])[S:13][C:14]=2[CH2:15]Br)[CH:5]=1.CC([O-])=[O:21].[K+].CO>CN(C=O)C>[CH3:1][O:2][C:3](=[O:18])[C:4]1[CH:9]=[CH:8][CH:7]=[C:6]([C:10]2[N:11]=[C:12]([CH3:17])[S:13][C:14]=2[CH2:15][OH:21])[CH:5]=1 |f:1.2|. Reported procedure: 3-(5-bromomethyl-2-methyl-thiazol-4-yl)-benzoic acid methyl ester was stirred in DMF (16 mL) together with KOAc (2.35 g) at 20° C. for 20 min. MeOH (32 mL) and naOMe (0.86 g) were added and stirring was continued at 50° C. for 30 min. The mixture was partitioned between AcOEt and brine and the organic layer was dried and evaporated. The residual oil was chromatographed on silica gel using AcOEt/hexane (1:1) as eluent to give 3-(5-hydroxymethyl-2-methyl-thiazol-4-yl)-benzoic acid methyl ester (2.... Starting materials: N1CCC(=CC1)C1=CNC2=CC=CC=C12 (3-(1,2,3,6-tetrahydropyridin-4-yl)indole), ClCCC1=C(N=C2N(C1=O)C=CC=C2C)C (3-(2-chloroethyl)-2,9-dimethyl-4H-pyrido[1,2-a]pyrimidin-4-one), C([O-])([O-])=O.[K+].[K+] (potassium carbonate). The solvent is C(C)#N (acetonitrile), O (water). Yields the product N1C=C(C2=CC=CC=C12)C=1CCN(CC1)CCC1=C(N=C2N(C1=O)C=CC=C2C)C (3-[2-[4-(1H-indol-3-yl)-1,2,3,6-tetrahydropyridin-1-yl]-ethyl]-2,9-dimethyl-4H-pyrido[1,2-a]pyrimidin-4-one). Reaction SMILES: [NH:1]1[CH2:6][CH:5]=[C:4]([C:7]2[C:15]3[C:10](=[CH:11][CH:12]=[CH:13][CH:14]=3)[NH:9][CH:8]=2)[CH2:3][CH2:2]1.Cl[CH2:17][CH2:18][C:19]1[C:24](=[O:25])[N:23]2[CH:26]=[CH:27][CH:28]=[C:29]([CH3:30])[C:22]2=[N:21][C:20]=1[CH3:31].C(=O)([O-])[O-].[K+].[K+]>C(#N)C.O>[NH:9]1[C:10]2[C:15](=[CH:14][CH:13]=[CH:12][CH:11]=2)[C:7]([C:4]2[CH2:3][CH2:2][N:1]([CH2:17][CH2:18][C:19]3[C:24](=[O:25])[N:23]4[CH:26]=[CH:27][CH:28]=[C:29]([CH3:30])[C:22]4=[N:21][C:20]=3[CH3:31])[CH2:6][CH:5]=2)=[CH:8]1 |f:2.3.4|. Procedure details: A solution of 3-(1,2,3,6-tetrahydropyridin-4-yl)indole (25 g, 0.126 mol), 3-(2-chloroethyl)-2,9-dimethyl-4H-pyrido[1,2-a]pyrimidin-4-one (33 g, 0.139 mol) and potassium carbonate (17.5 g, 0.127 mol) in acetonitrile (500 ml) and water (100 ml) was heated under reflux for 18 h. After cooling the precipitate was collected and washed with water, isopropyl alcohol and petroleum ether respectively. Yield 38 g (76%) of a pale yellow solid. M.p.: 210-212° C. Starting materials: ClCCl, CC(C)CC(NC(=O)c1cc2ccccc2o1)C(=O)NC1CCC(C)N(S(=O)(=O)c2ccccn2)CC1O. Product: CC(C)CC(NC(=O)c1cc2ccccc2o1)C(=O)NC1CCC(C)N(S(=O)(=O)c2ccccn2)CC1=O. RXN SMILES: [Cl:39][CH2:40][Cl:41].[OH:1][CH:2]1[CH2:3][N:4]([S:30](=[O:31])(=[O:32])[c:33]2[n:34][cH:35][cH:36][cH:37][cH:38]2)[CH:5]([CH3:29])[CH2:6][CH2:7][CH:8]1[NH:9][C:10](=[O:11])[CH:12]([CH2:13][CH:14]([CH3:15])[CH3:16])[NH:17][C:18](=[O:19])[c:20]1[o:21][c:22]2[c:23]([cH:24]1)[cH:25][cH:26][cH:27][cH:28]2>>[O:1]=[C:2]1[CH2:3][N:4]([S:30](=[O:31])(=[O:32])[c:33]2[n:34][cH:35][cH:36][cH:37][cH:38]2)[CH:5]([CH3:29])[CH2:6][CH2:7][CH:8]1[NH:9][C:10](=[O:11])[CH:12]([CH2:13][CH:14]([CH3:15])[CH3:16])[NH:17][C:18](=[O:19])[c:20]1[o:21][c:22]2[c:23]([cH:24]1)[cH:25][cH:26][cH:27][cH:28]2.